Dataset: the Open Reaction Database (ORD), a public repository of structured organic reaction records. Task: describe an organic reaction: reactants, conditions, products, and yield The reactants are C([O-])([O-])=O.[Na+].[Na+] (sodium carbonate), NC1=NC=C(C2=C1C(=CS2)C2=CC(=C(C=C2)NC(=O)C=2N(C1=CC=CC=C1C2)C)OC)\C=C\CO (N-(4-{4-Amino-7-[(1E)-3-hydroxyprop-1-enyl]thieno[3,2-c]pyridin-3-yl}-2-methoxyphenyl)-1-methyl-1H-indole-2-carboxamide), CO (methanol), [BH4-].[Na+] (sodium borohydride). Run in CN(C=O)C (N,N-dimethylforamide). Conditions: time 30 minute. The product is NC1=NC=C(C2=C1C(=CS2)C2=CC(=C(C=C2)NC(=O)C=2NC1=CC=CC=C1C2)OC)CCCO (N-{4-[4-amino-7-(3-hydroxypropyl)thieno[3,2-c]pyridin-3-yl]-2-methoxyphenyl}-1H -indole-2-carboxamide). Isolated yield 19.0%. As a reaction SMILES: [NH2:1][C:2]1[C:7]2[C:8]([C:11]3[CH:16]=[CH:15][C:14]([NH:17][C:18]([C:20]4[N:21](C)[C:22]5[C:27]([CH:28]=4)=[CH:26][CH:25]=[CH:24][CH:23]=5)=[O:19])=[C:13]([O:30][CH3:31])[CH:12]=3)=[CH:9][S:10][C:6]=2[C:5](/[CH:32]=[CH:33]/[CH2:34][OH:35])=[CH:4][N:3]=1.CO.[BH4-].[Na+].C(=O)([O-])[O-].[Na+].[Na+]>CN(C)C=O>[NH2:1][C:2]1[C:7]2[C:8]([C:11]3[CH:16]=[CH:15][C:14]([NH:17][C:18]([C:20]4[NH:21][C:22]5[C:27]([CH:28]=4)=[CH:26][CH:25]=[CH:24][CH:23]=5)=[O:19])=[C:13]([O:30][CH3:31])[CH:12]=3)=[CH:9][S:10][C:6]=2[C:5]([CH2:32][CH2:33][CH2:34][OH:35])=[CH:4][N:3]=1 |f:2.3,4.5.6|. Procedure details: N-(4-{4-Amino-7-[(1E)-3-hydroxyprop-1-enyl]thieno[3,2-c]pyridin-3-yl}-2-methoxyphenyl)-1-methyl-1H-indole-2-carboxamide (110 mg, 0.228 mmol), methanol (2 mL) and N,N-dimethylforamide (2 mL) was added sodium borohydride (26.9 mg, 0.684 mmol) under an atmosphere of nitrogen. Mixture stirred for 30 minutes at room temperature after which it was treated with 1M sodium carbonate (5 mL) and extracted with dichloromethane (3×5 mL). The organic layer was separated, dried over magnesium sulfate, and filt... The reactants are CC(O[Si](c1ccccc1)(c1ccccc1)C(C)(C)C)C(=O)N1N=C(c2cccc(F)c2)SC1(CCCNC(=O)OC(C)(C)C)c1ccccc1, CCCC[N+](CCCC)(CCCC)CCCC, C1CCOC1, [F-], [Na+], O=C([O-])O. Product: CC(O)C(=O)N1N=C(c2cccc(F)c2)SC1(CCCNC(=O)OC(C)(C)C)c1ccccc1. As a reaction SMILES: [C:1]([Si:2]([c:3]1[cH:4][cH:5][cH:40][cH:41][cH:42]1)([O:6][CH:7]([C:8](=[O:9])[N:10]1[C:11]([c:22]2[cH:23][cH:24][cH:25][cH:26][cH:27]2)([CH2:28][CH2:29][CH2:30][NH:31][C:32]([O:33][C:34]([CH3:35])([CH3:36])[CH3:37])=[O:38])[S:12][C:13]([c:15]2[cH:16][c:17]([F:21])[cH:18][cH:19][cH:20]2)=[N:14]1)[CH3:39])[c:43]1[cH:44][cH:45][cH:46][cH:47][cH:48]1)([CH3:49])([CH3:50])[CH3:51].[CH2:53]([N+:54]([CH2:55][CH2:56][CH2:57][CH3:58])([CH2:59][CH2:60][CH2:61][CH3:62])[CH2:63][CH2:64][CH2:65][CH3:66])[CH2:67][CH2:68][CH3:69].[CH2:70]1[O:71][CH2:72][CH2:73][CH2:74]1.[F-:52].[Na+:79].[O-:75][C:76]([OH:77])=[O:78]>>[OH:6][CH:7]([C:8](=[O:9])[N:10]1[C:11]([c:22]2[cH:23][cH:24][cH:25][cH:26][cH:27]2)([CH2:28][CH2:29][CH2:30][NH:31][C:32]([O:33][C:34]([CH3:35])([CH3:36])[CH3:37])=[O:38])[S:12][C:13]([c:15]2[cH:16][c:17]([F:21])[cH:18][cH:19][cH:20]2)=[N:14]1)[CH3:39]. The reactants are C(C)(C)(C)OC(=O)N1CCN(CC1)C1=CC(=C(C=C1)C#N)F (4-(4-cyano-3-fluoro-phenyl)-piperazine-1-carboxylic acid tert-butyl ester), Cl (HCl). Run in CO (methanol). Reaction conditions: time 8 hour. The product is FC1=C(C#N)C=CC(=C1)N1CCNCC1 (2-fluoro-4-piperazin-1-yl-benzonitrile), solid. The yield is 82.0%. RXN SMILES: C(OC([N:8]1[CH2:13][CH2:12][N:11]([C:14]2[CH:19]=[CH:18][C:17]([C:20]#[N:21])=[C:16]([F:22])[CH:15]=2)[CH2:10][CH2:9]1)=O)(C)(C)C.Cl>CO>[F:22][C:16]1[CH:15]=[C:14]([N:11]2[CH2:10][CH2:9][NH:8][CH2:13][CH2:12]2)[CH:19]=[CH:18][C:17]=1[C:20]#[N:21]. Procedure: A solution of 4-(4-cyano-3-fluoro-phenyl)-piperazine-1-carboxylic acid tert-butyl ester (6.97 g, 22.83 mmol) in methanol (250 mL) was saturated with HCl gas and stirred at ambient temperature overnight. The reaction was concentrated, saturated sodium bicarbonate (250 mL) was added and the slurry was stirred for 1 hour. The resulting solid was filtered off, rinsed well with water, air dried then evacuated overnight. As water was removed from the solid, it turned to a milky yellow solid which slow... Reactants: C(#N)C=1C=C(C=CC1OC(C)C)C=1SC(=CN1)C1=C2CC[C@@H](C2=CC=C1)NS(=O)(=O)CC(=O)OC ((S)-methyl 2-(N-(4-(2-(3-cyano-4-isopropoxyphenyl)thiazol-5-yl)-2,3-dihydro-1H-inden-1-yl)sulfamoyl)acetate), [OH-].[Na+] (NaOH). The solvent is CO (MeOH). Reaction conditions: time 1 hour. The product is C(#N)C=1C=C(C=CC1OC(C)C)C=1SC(=CN1)C1=C2CC[C@@H](C2=CC=C1)NS(=O)(=O)CC(=O)O ((S)-2-(N-(4-(2-(3-cyano-4-isopropoxyphenyl)thiazol-5-yl)-2,3-dihydro-1H-inden-1-yl)sulfamoyl)acetic acid). Yield: 50.2%. RXN SMILES: [C:1]([C:3]1[CH:4]=[C:5]([C:13]2[S:14][C:15]([C:18]3[CH:26]=[CH:25][CH:24]=[C:23]4[C:19]=3[CH2:20][CH2:21][C@@H:22]4[NH:27][S:28]([CH2:31][C:32]([O:34]C)=[O:33])(=[O:30])=[O:29])=[CH:16][N:17]=2)[CH:6]=[CH:7][C:8]=1[O:9][CH:10]([CH3:12])[CH3:11])#[N:2].[OH-].[Na+]>CO>[C:1]([C:3]1[CH:4]=[C:5]([C:13]2[S:14][C:15]([C:18]3[CH:26]=[CH:25][CH:24]=[C:23]4[C:19]=3[CH2:20][CH2:21][C@@H:22]4[NH:27][S:28]([CH2:31][C:32]([OH:34])=[O:33])(=[O:29])=[O:30])=[CH:16][N:17]=2)[CH:6]=[CH:7][C:8]=1[O:9][CH:10]([CH3:12])[CH3:11])#[N:2] |f:1.2|. Procedure: Prepared using General Procedure 15: To a stirred solution containing (S)-methyl 2-(N-(4-(2-(3-cyano-4-isopropoxyphenyl)thiazol-5-yl)-2,3-dihydro-1H-inden-1-yl)sulfamoyl)acetate (11.2 mg, 0.02 mmol) in MeOH (1 mL) was added 6N NaOH (100 uL). After 1 h, the crude reaction was concentrated and the product purified by preparative HPLC to give 5 mg (45%) of (S)-2-(N-(4-(2-(3-cyano-4-isopropoxyphenyl)thiazol-5-yl)-2,3-dihydro-1H-inden-1-yl)sulfamoyl)acetic acid 159 as light yellow solid. LCMS-ESI (m/... Reactants: ClC1=NC2=CC=C(C(=C2C=C1)NC(CC1CCCCC1)=O)Cl (N-(2,6-dichloro-5-quinolinyl)-cyclohexaneacetamide), N1C[C@H](CC1)N ((3S)-3-pyrrolidinamine). Yields the product N[C@@H]1CN(CC1)C1=NC2=CC=C(C(=C2C=C1)NC(CC1CCCCC1)=O)Cl (N-[2-[(3S)-3-Amino-1-pyrrolidinyl]-6-chloro-5-quinolinyl]-cyclohexaneacetamide). The yield is 59.3%. Reaction SMILES: Cl[C:2]1[CH:11]=[CH:10][C:9]2[C:4](=[CH:5][CH:6]=[C:7]([Cl:22])[C:8]=2[NH:12][C:13](=[O:21])[CH2:14][CH:15]2[CH2:20][CH2:19][CH2:18][CH2:17][CH2:16]2)[N:3]=1.[NH:23]1[CH2:27][CH2:26][C@H:25]([NH2:28])[CH2:24]1>>[NH2:28][C@H:25]1[CH2:26][CH2:27][N:23]([C:2]2[CH:11]=[CH:10][C:9]3[C:4](=[CH:5][CH:6]=[C:7]([Cl:22])[C:8]=3[NH:12][C:13](=[O:21])[CH2:14][CH:15]3[CH2:20][CH2:19][CH2:18][CH2:17][CH2:16]3)[N:3]=2)[CH2:24]1. Reported procedure: Prepared according to the method of example 30, using N-(2,6-dichloro-5-quinolinyl)-cyclohexaneacetamide (Example 1(a)) (0.166 g) and (3S)-3-pyrrolidinamine (0.127 g) to afford the title compound (0.113 g). Product: N[C@H](CCN1N=CC(=C1)C1=CC2=C(NC(O2)=O)C=C1)CC1=CC=C(C=C1)Cl (6-(1-((S)-3-Amino-4-(4-chlorophenyl)butyl)-1H-pyrazol-4-yl)benzo[d]oxazol-2(3H)-one). RXN SMILES: [Cl:1][C:2]1[CH:7]=[CH:6][C:5]([CH2:8][C@H:9]([NH:27]C(=O)OC(C)(C)C)[CH2:10][CH2:11][N:12]2[CH:16]=[C:15]([C:17]3[CH:18]=[C:19]4[C:23](=[CH:24][CH:25]=3)[NH:22]C(=O)C4)[CH:14]=[N:13]2)=[CH:4][CH:3]=1.[C:35]([OH:41])(C(F)(F)F)=[O:36]>C(Cl)Cl>[NH2:27][C@@H:9]([CH2:8][C:5]1[CH:6]=[CH:7][C:2]([Cl:1])=[CH:3][CH:4]=1)[CH2:10][CH2:11][N:12]1[CH:16]=[C:15]([C:17]2[CH:25]=[CH:24][C:23]3[NH:22][C:35](=[O:36])[O:41][C:19]=3[CH:18]=2)[CH:14]=[N:13]1. Procedure: tert-Butyl(S)-1-(4-chlorophenyl)-4-(4-(2-oxoindolin-5-yl)-1H-pyrazol-1-yl)butan-2-ylcarbamate was dissolved in DCM (2 mL), TFA (2 mL, 26 mmol) was added, and the mixture was stirred for 2 hours. The mixture was concentrated by vacuum distillation and partially purified with reverse-phase HPLC (Phenomenex Synergi 4m Max RP 80 A column, 150×21 mm, 20 mL/min, 10-95% CH3CN/H2O 0.1% TFA, 10.5 minute gradient). After concentrating the sample by vacuum distillation, the residue was dissolved in MeOH an... Run in C(Cl)Cl (DCM). Starting materials: ClC1=CC=C(C=C1)C[C@@H](CCN1N=CC(=C1)C=1C=C2CC(NC2=CC1)=O)NC(OC(C)(C)C)=O (tert-Butyl(S)-1-(4-chlorophenyl)-4-(4-(2-oxoindolin-5-yl)-1H-pyrazol-1-yl)butan-2-ylcarbamate), C(=O)(C(F)(F)F)O (TFA). Reaction conditions: time 2 hour. Starting materials: BrC=1C(=NC=C(C(=O)O)C1)OC1CCC1 (5-Bromo-6-cyclobutoxy-nicotinic acid), ClC1=CC=C(C=C1)B(O)O (4-chloro-phenylboronic acid), C([O-])([O-])=O.[K+].[K+] (potassium carbonate). The reagents and catalysts are C=1C=CC(=CC1)[P](C=2C=CC=CC2)(C=3C=CC=CC3)[Pd]([P](C=4C=CC=CC4)(C=5C=CC=CC5)C=6C=CC=CC6)([P](C=7C=CC=CC7)(C=8C=CC=CC8)C=9C=CC=CC9)[P](C=1C=CC=CC1)(C=1C=CC=CC1)C=1C=CC=CC1 (tetrakis(triphenylphosphine)palladium). Solvent: C1CCOC1 (THF), O (water). Conditions: temperature 100 celsius. Product: ClC1=CC=C(C=C1)C=1C(=NC=C(C(=O)O)C1)OC1CCC1 (5-(4-Chloro-phenyl)-6-cyclobutoxy-nicotinic acid). As a reaction SMILES: Br[C:2]1[C:3]([O:11][CH:12]2[CH2:15][CH2:14][CH2:13]2)=[N:4][CH:5]=[C:6]([CH:10]=1)[C:7]([OH:9])=[O:8].[Cl:16][C:17]1[CH:22]=[CH:21][C:20](B(O)O)=[CH:19][CH:18]=1.C(=O)([O-])[O-].[K+].[K+]>C1COCC1.O.C1C=CC([P]([Pd]([P](C2C=CC=CC=2)(C2C=CC=CC=2)C2C=CC=CC=2)([P](C2C=CC=CC=2)(C2C=CC=CC=2)C2C=CC=CC=2)[P](C2C=CC=CC=2)(C2C=CC=CC=2)C2C=CC=CC=2)(C2C=CC=CC=2)C2C=CC=CC=2)=CC=1>[Cl:16][C:17]1[CH:22]=[CH:21][C:20]([C:2]2[C:3]([O:11][CH:12]3[CH2:15][CH2:14][CH2:13]3)=[N:4][CH:5]=[C:6]([CH:10]=2)[C:7]([OH:9])=[O:8])=[CH:19][CH:18]=1 |f:2.3.4,^1:41,43,62,81|. Reported procedure: 5-Bromo-6-cyclobutoxy-nicotinic acid (example 78 a; 1.531 g, 5.63 mmol), 4-chloro-phenylboronic acid (968 mg, 6.19 mmol), potassium carbonate (1.56 g, 11.3 mmol) and tetrakis(triphenylphosphine)palladium (325 mg, 281 μmol) were suspended in THF (38 mL) and water (38 mL). The reaction mixture was stirred at reflux temperature (100° C.) over the weekend. THF was removed and the residue was partitioned between water (pH=2) and ethyl acetate; the organic phases were combined, dried with MgSO4 and co... Conditions: temperature 80 celsius, time 16 hour. RXN SMILES: [C:1]([C:5]1[CH:10]=[CH:9][C:8](B(O)O)=[CH:7][CH:6]=1)([CH3:4])([CH3:3])[CH3:2].Br[C:15]1[C:20]([CH3:21])=[CH:19][C:18]([N:22]=[CH:23][N:24]([CH2:26][CH3:27])[CH3:25])=[C:17]([CH3:28])[CH:16]=1.C(=O)([O-])[O-].[Cs+].[Cs+].O>COCCOC.C1CCCCC1.CC(C)=O.C1(C)C=CC=CC=1>[C:1]([C:5]1[CH:10]=[CH:9][C:8]([C:15]2[CH:16]=[C:17]([CH3:28])[C:18]([N:22]=[CH:23][N:24]([CH2:26][CH3:27])[CH3:25])=[CH:19][C:20]=2[CH3:21])=[CH:7][CH:6]=1)([CH3:4])([CH3:3])[CH3:2] |f:2.3.4,7.8|. Product: C(C)(C)(C)C1=CC=C(C=C1)C1=C(C=C(C(=C1)C)N=CN(C)CC)C (N′-(4′-tert-butyl-2,5-dimethylbiphenyl-4-yl)-N-ethyl-N-methylimidoformamide). Starting materials: C(C)(C)(C)C1=CC=C(C=C1)B(O)O ((4-tert-butylphenyl)boronic acid), BrC1=CC(=C(C=C1C)N=CN(C)CC)C (N′-(4-bromo-2,5-dimethylphenyl)-N-ethyl-N-methylimidoformamide), C([O-])([O-])=O.[Cs+].[Cs+] (caesium carbonate), tetrakis(triphenylphosphin)palladium, O (water). Reported procedure: The reaction is carried out using inert conditions (argon or nitrogen atmosphere, dry solvents). A suspension of 0.3 g (1.8 mmol) of (4-tert-butylphenyl)boronic acid, 0.4 g (1.5 mmol) of N′-(4-bromo-2,5-dimethylphenyl)-N-ethyl-N-methylimidoformamide, 1.5 g (4.5 mmol) caesium carbonate and 0.03 g (0.03 mmol) tetrakis(triphenylphosphin)palladium in 3.5 ml of 1,2-dimethoxyethan was stirred for 16 hrs at 80° C. At room temperature 5 ml of water and 15 ml of toluene were added. The organic layer was ... Isolated yield 46.7%. Run in C1CCCCC1.CC(=O)C (cyclohexane aceton), COCCOC (1,2-dimethoxyethan), C1(=CC=CC=C1)C (toluene).